describe an organic reaction: reactants, conditions, products, and yield From a dataset of the Open Reaction Database (ORD), a public repository of structured organic reaction records. Reactants: B, CC1CCC2=C(C=CC3=CCCc4c3n2c2ccncc42)C1, C1CCOC1. Yields the product CC1CCC2C(C=CC3=CCCc4c3n2c2ccncc42)C1. As a reaction SMILES: [BH3:23].[CH3:1][CH:2]1[CH2:3][CH2:4][C:5]2=[C:6]([CH:7]=[CH:8][C:9]3=[CH:17][CH2:16][CH2:15][c:14]4[c:10]3[n:11]2[c:12]2[c:13]4[cH:18][n:19][cH:20][cH:21]2)[CH2:22]1.[O:24]1[CH2:25][CH2:26][CH2:27][CH2:28]1>>[CH3:1][CH:2]1[CH2:3][CH2:4][CH:5]2[CH:6]([CH:7]=[CH:8][C:9]3=[CH:17][CH2:16][CH2:15][c:14]4[c:10]3[n:11]2[c:12]2[c:13]4[cH:18][n:19][cH:20][cH:21]2)[CH2:22]1. Reactants: Br, Cc1ccccc1OCc1ccccc1Br, [Cl-], [Mg], N#Cc1ccccn1, [NH4+], C1CCOC1, O. The product is Cc1ccccc1OCc1ccccc1C(=O)c1ccccn1. RXN SMILES: [Br:18].[CH3:1][c:2]1[c:3]([O:4][CH2:5][c:6]2[c:7]([Br:12])[cH:8][cH:9][cH:10][cH:11]2)[cH:13][cH:14][cH:15][cH:16]1.[Cl-:27].[Mg:17].[N:19]#[C:20][c:21]1[cH:22][cH:23][cH:24][cH:25][n:26]1.[NH4+:28].[O:29]1[CH2:30][CH2:31][CH2:32][CH2:33]1.[OH2:34]>>[CH3:1][c:2]1[c:3]([O:4][CH2:5][c:6]2[c:7]([C:20]([c:21]3[cH:22][cH:23][cH:24][cH:25][n:26]3)=[O:29])[cH:8][cH:9][cH:10][cH:11]2)[cH:13][cH:14][cH:15][cH:16]1. Starting materials: CN(C(C1=CC=CC=C1)=O)CC(CCS(=O)(=O)C)C1=CC=CC=C1 (N-methyl-N-(2-phenyl-4-methanesulfonylbutyl)benzamide), O1C(=CC=C1)COCCN1C(=NC2=C1C=CC=C2)C(=O)C2CCNCC2 (4-(1-(2-(fur-2-ylmethoxy)ethyl)-1H-benzimidazole-2-carbonyl)piperidine). Yields the product CN(C(C1=CC=CC=C1)=O)CC(CCN1CCC(CC1)C(=O)C1=NC2=C(N1CCOCC=1OC=CC1)C=CC=C2)C2=CC=CC=C2 (N-Methyl-N-(4-(4(1-(2-(fur-2-ylmethoxy)ethyl)-1H-benzimidazole-2-carbonyl )piperidin-1-yl)-2-phenylbutyl)benzamide). As a reaction SMILES: [CH3:1][N:2]([CH2:11][CH:12]([C:19]1[CH:24]=[CH:23][CH:22]=[CH:21][CH:20]=1)[CH2:13][CH2:14]S(C)(=O)=O)[C:3](=[O:10])[C:4]1[CH:9]=[CH:8][CH:7]=[CH:6][CH:5]=1.[O:25]1[CH:29]=[CH:28][CH:27]=[C:26]1[CH2:30][O:31][CH2:32][CH2:33][N:34]1[C:38]2[CH:39]=[CH:40][CH:41]=[CH:42][C:37]=2[N:36]=[C:35]1[C:43]([CH:45]1[CH2:50][CH2:49][NH:48][CH2:47][CH2:46]1)=[O:44]>>[CH3:1][N:2]([CH2:11][CH:12]([C:19]1[CH:24]=[CH:23][CH:22]=[CH:21][CH:20]=1)[CH2:13][CH2:14][N:48]1[CH2:47][CH2:46][CH:45]([C:43]([C:35]2[N:34]([CH2:33][CH2:32][O:31][CH2:30][C:26]3[O:25][CH:29]=[CH:28][CH:27]=3)[C:38]3[CH:39]=[CH:40][CH:41]=[CH:42][C:37]=3[N:36]=2)=[O:44])[CH2:50][CH2:49]1)[C:3](=[O:10])[C:4]1[CH:9]=[CH:8][CH:7]=[CH:6][CH:5]=1. Procedure: Prepare by the method of Example 1.7 using N-methyl-N-(2-phenyl-4-methanesulfonylbutyl)benzamide and 4-(1-(2-(fur-2-ylmethoxy)ethyl)-1H-benzimidazole-2-carbonyl)piperidine to give the title compound. Reactants: CC(COC(C1=C(C=C(C=C1)C(F)(F)F)C1=CC=C2[C@@H]([C@H](COC2=C1)CC1=CC=CC=C1)O)=O)(C)C ((3S,4R)-2-(3-benzyl-4-hydroxy-chroman-7-yl)-4-trifluoromethyl-benzoic acid 2,2-dimethyl-propyl ester), [OH-].[Na+] (sodium hydroxide), O (water). Solvent: C(C)(C)O (isopropyl alcohol). Run at time 1 hour. Product: C(C1=CC=CC=C1)[C@H]1COC2=CC(=CC=C2[C@@H]1O)C1=C(C(=O)O)C=CC(=C1)C(F)(F)F ((3S,4R)-2-(3-benzyl-4-hydroxy-chroman-7-yl)-4-trifluoromethyl-benzoic acid). Yield: 50.3%. As a reaction SMILES: CC(C)(C)C[O:4][C:5](=[O:34])[C:6]1[CH:11]=[CH:10][C:9]([C:12]([F:15])([F:14])[F:13])=[CH:8][C:7]=1[C:16]1[CH:25]=[C:24]2[C:19]([C@H:20]([OH:33])[C@@H:21]([CH2:26][C:27]3[CH:32]=[CH:31][CH:30]=[CH:29][CH:28]=3)[CH2:22][O:23]2)=[CH:18][CH:17]=1.[OH-].[Na+].O>C(O)(C)C>[CH2:26]([C@@H:21]1[C@@H:20]([OH:33])[C:19]2[C:24](=[CH:25][C:16]([C:7]3[CH:8]=[C:9]([C:12]([F:15])([F:13])[F:14])[CH:10]=[CH:11][C:6]=3[C:5]([OH:34])=[O:4])=[CH:17][CH:18]=2)[O:23][CH2:22]1)[C:27]1[CH:28]=[CH:29][CH:30]=[CH:31][CH:32]=1 |f:1.2|. Procedure details: A solution of (3S,4R)-2-(3-benzyl-4-hydroxy-chroman-7-yl)-4-trifluoromethyl-benzoic acid 2,2-dimethyl-propyl ester (2.34 g, 4.69 mmol) in isopropyl alcohol (23 mL) was treated with 10% aqueous sodium hydroxide (2.3 mL, 6.4 mmol) and heated at reflux for 3 hours. The reaction mixture was cooled to ambient temperature, poured into water (34 mL), and extracted with hexanes (23 mL) and isopropyl ether (13 mL). The aqueous layer was separated and extracted with hexanes (23 mL) and isopropyl ether (13... Starting materials: CO, Cc1nc(-c2ccc([N+](=O)[O-])cc2)c[nH]1, [H][H]. Product: Cc1nc(-c2ccc(N)cc2)c[nH]1. Reaction SMILES: [CH3:18][OH:19].[CH3:1][c:2]1[nH:3][cH:4][c:5](-[c:7]2[cH:8][cH:9][c:10]([N+:13]([O-:14])=[O:15])[cH:11][cH:12]2)[n:6]1.[H:16][H:17]>>[CH3:1][c:2]1[nH:3][cH:4][c:5](-[c:7]2[cH:8][cH:9][c:10]([NH2:13])[cH:11][cH:12]2)[n:6]1.